This data is from the Open Reaction Database (ORD), a public repository of structured organic reaction records. The task is: describe an organic reaction: reactants, conditions, products, and yield Reported procedure: A mixture of (5R)-5-cyanomethyl-1-(p-toluenesulfonyl)-2,3,4,5-tetrahydro-1H-benzazepine (102 mg), potassium hydroxide (84 mg) and ethylene glycol (2 ml) is heated with stirring at 170-175° C. for 6 hours. The reaction solution is acidified with conc. hydrochloric acid, extracted with ethyl acetate, dried over sodium sulfate, and the resulting residue is purified by silica gel column chromatography (solvent; dichloromethane:methanol;=9:1) to give (5R)-5-carboxymethyl-1-(p-toluenesulfonyl)-2,3,4,5... The reactants are C(#N)C[C@H]1CCCN(C2=C1C=CC=C2)S(=O)(=O)C2=CC=C(C=C2)C ((5R)-5-cyanomethyl-1-(p-toluenesulfonyl)-2,3,4,5-tetrahydro-1H-benzazepine), [OH-].[K+] (potassium hydroxide), C(CO)O (ethylene glycol), Cl (hydrochloric acid). Reaction conditions: temperature 172.5 celsius, time 6 hour. Product: C(=O)(O)C[C@H]1CCCN(C2=C1C=CC=C2)S(=O)(=O)C2=CC=C(C=C2)C ((5R)-5-carboxymethyl-1-(p-toluenesulfonyl)-2,3,4,5-tetrahydro-1H-benzazepine). RXN SMILES: C(C[C@@H:4]1[C:10]2[CH:11]=[CH:12][CH:13]=[CH:14][C:9]=2[N:8]([S:15]([C:18]2[CH:23]=[CH:22][C:21]([CH3:24])=[CH:20][CH:19]=2)(=[O:17])=[O:16])[CH2:7][CH2:6][CH2:5]1)#N.[OH-:25].[K+].Cl.[CH2:28]([OH:31])[CH2:29]O>>[C:28]([CH2:29][C@@H:4]1[C:10]2[CH:11]=[CH:12][CH:13]=[CH:14][C:9]=2[N:8]([S:15]([C:18]2[CH:19]=[CH:20][C:21]([CH3:24])=[CH:22][CH:23]=2)(=[O:17])=[O:16])[CH2:7][CH2:6][CH2:5]1)([OH:31])=[O:25] |f:1.2|. Starting materials: CC(=O)OCc1c(-c2cn(C)c(=O)c(Nc3ccc4c(c3)CCN(C(=O)OC(C)(C)C)C4)n2)cc(F)cc1N1CCn2c(cc3c2CCCC3)C1=O, ClCCl, Cl, C1COCCO1. The product is CC(=O)OCc1c(-c2cn(C)c(=O)c(Nc3ccc4c(c3)CCNC4)n2)cc(F)cc1N1CCn2c(cc3c2CCCC3)C1=O. As a reaction SMILES: [C:1]([O:2][C:3](=[O:4])[N:8]1[CH2:9][c:10]2[cH:11][cH:12][c:13]([NH:18][c:19]3[n:20][c:21](-[c:27]4[c:28]([CH2:48][O:49][C:50]([CH3:51])=[O:52])[c:29]([N:34]5[C:35](=[O:47])[c:36]6[n:37]([c:38]7[c:43]([cH:44]6)[CH2:42][CH2:41][CH2:40][CH2:39]7)[CH2:45][CH2:46]5)[cH:30][c:31]([F:33])[cH:32]4)[cH:22][n:23]([CH3:26])[c:24]3=[O:25])[cH:14][c:15]2[CH2:16][CH2:17]1)([CH3:5])([CH3:6])[CH3:7].[Cl:54][CH2:55][Cl:56].[ClH:53].[O:57]1[CH2:58][CH2:59][O:60][CH2:61][CH2:62]1>>[NH:8]1[CH2:9][c:10]2[cH:11][cH:12][c:13]([NH:18][c:19]3[n:20][c:21](-[c:27]4[c:28]([CH2:48][O:49][C:50]([CH3:51])=[O:52])[c:29]([N:34]5[C:35](=[O:47])[c:36]6[n:37]([c:38]7[c:43]([cH:44]6)[CH2:42][CH2:41][CH2:40][CH2:39]7)[CH2:45][CH2:46]5)[cH:30][c:31]([F:33])[cH:32]4)[cH:22][n:23]([CH3:26])[c:24]3=[O:25])[cH:14][c:15]2[CH2:16][CH2:17]1.